This data is from the Open Reaction Database (ORD), a public repository of structured organic reaction records. The task is: describe an organic reaction: reactants, conditions, products, and yield The reactants are OC=1C2=C(N=CN1)C(=CC=N2)C(=O)N (4-hydroxypyrido[3,2-d]pyrimidine-8-carboxamide), Cl.N1(CCC1)C[C@H](C1=CC(=C(C=C1)F)C(F)F)N ((S)-2-Azetidin-1-yl-1-(3-difluoromethyl-4-fluoro-phenyl)-ethylamine hydrochloride). Yields the product N1(CCC1)C[C@H](C1=CC(=C(C=C1)F)C(F)F)NC=1C2=C(N=CN1)C(=CC=N2)C(=O)N (4-[(S)-2-Azetidin-1-yl-1-(3-difluoromethyl-4-fluoro-phenyl)-ethylamino]-pyrido[3,2-d]pyrimidine-8-carboxylic acid amide). Reaction SMILES: O[C:2]1[C:3]2[N:11]=[CH:10][CH:9]=[C:8]([C:12]([NH2:14])=[O:13])[C:4]=2[N:5]=[CH:6][N:7]=1.Cl.[N:16]1([CH2:20][C@@H:21]([NH2:32])[C:22]2[CH:27]=[CH:26][C:25]([F:28])=[C:24]([CH:29]([F:31])[F:30])[CH:23]=2)[CH2:19][CH2:18][CH2:17]1>>[N:16]1([CH2:20][C@@H:21]([NH:32][C:2]2[C:3]3[N:11]=[CH:10][CH:9]=[C:8]([C:12]([NH2:14])=[O:13])[C:4]=3[N:5]=[CH:6][N:7]=2)[C:22]2[CH:27]=[CH:26][C:25]([F:28])=[C:24]([CH:29]([F:30])[F:31])[CH:23]=2)[CH2:19][CH2:18][CH2:17]1 |f:1.2|. Procedure details: Compound 48 was prepared following general synthesis scheme 7 wherein 4-hydroxypyrido[3,2-d]pyrimidine-8-carboxamide (G) was reacted with (S)-2-Azetidin-1-yl-1-(3-difluoromethyl-4-fluoro-phenyl)-ethylamine hydrochloride to give the title compound as a white solid. LC/MS [409 (M+H)]; 1H NMR (400 MHz, DMSO-d6) δ 9.93 (s, 1H), 9.09 (d, 1H), 9.02 (d, 1H), 8.55 (s, 1H), 8.39 (d, 1H), 8.18 (s, 1H), 7.58 (t, 1H), 7.52 (d, 1H), 7.45 (d, 1H), 7.29 (s, 1H), 7.16 (s, 1H), 7.02 (s, 1H), 5.34 (dd, 1H), 3.20-... Starting materials: ice water, ClC1=C(OC(C(C=CN(C)C)=O)C)C=CC(=C1)Cl (4-(2,4-dichlorophenoxy)-1-(dimethylamino)-1-penten-3-one), NC1=NNC=N1 (3-amino-1,2,4-triazole). Solvent: C(C)(=O)O (acetic acid), C(C)(=O)O (acetic acid). The product is ClC1=C(OC(C)C2=CC=NC=3N2N=CN3)C=CC(=C1)Cl (7-[1-(2,4-dichlorophenoxy)ethyl]-1,2,4-triazolo[1,5-a]pyrimidine). RXN SMILES: [Cl:1][C:2]1[CH:17]=[C:16]([Cl:18])[CH:15]=[CH:14][C:3]=1[O:4][CH:5]([CH3:13])[C:6](=O)[CH:7]=[CH:8][N:9](C)[CH3:10].[NH2:19][C:20]1N=C[NH:22][N:21]=1>C(O)(=O)C>[Cl:1][C:2]1[CH:17]=[C:16]([Cl:18])[CH:15]=[CH:14][C:3]=1[O:4][CH:5]([C:6]1[N:22]2[N:21]=[CH:20][N:19]=[C:10]2[N:9]=[CH:8][CH:7]=1)[CH3:13]. Reported procedure: A solution of 4-(2,4-dichlorophenoxy)-1-(dimethylamino)-1-penten-3-one (2.9 g) in glacial acetic acid (25 ml) was added to a stirred solution of 3-amino-1,2,4-triazole (0.93 g) also in glacial acetic acid (25 ml). The mixture was heated under reflux for 5 hours and then cooled to room temperature. The mixture was then poured into 200 ml of ice-water and extracted with toluene. The toluene extracts were washed with a 10% aqueous solution of sodium hydrogen carbonate followed by water, then dried ... Reactants: CC(C)(C)OC(=O)NCCNCC#N, O=C([O-])O, CCN=C=NCCCN(C)C, CN(C)C=O, Cl, [Na+], O, COc1ccc2c(c1)C(O)(c1ccccc1)OC2=O, On1nnc2cccnc21. Yields the product COc1ccc(C(=O)N(CC#N)CCNC(=O)OC(C)(C)C)c(C(=O)c2ccccc2)c1. Reaction SMILES: [C:20]([CH3:21])([CH3:22])([CH3:23])[O:24][C:25]([NH:26][CH2:27][CH2:28][NH:29][CH2:30][C:31]#[N:32])=[O:33].[C:56](=[O:57])([OH:58])[O-:59].[CH3:35][N:36]([CH3:37])[CH2:38][CH2:39][CH2:40][N:41]=[C:42]=[N:43][CH2:44][CH3:45].[CH3:61][N:62]([CH3:63])[CH:64]=[O:65].[ClH:34].[Na+:60].[OH2:66].[OH:1][C:2]1([c:14]2[cH:15][cH:16][cH:17][cH:18][cH:19]2)[O:3][C:4](=[O:13])[c:5]2[cH:6][cH:7][c:8]([O:11][CH3:12])[cH:9][c:10]21.[OH:46][n:47]1[c:48]2[n:49][cH:50][cH:51][cH:52][c:53]2[n:54][n:55]1>>[C:2](=[O:3])([c:10]1[c:5]([C:4](=[O:13])[N:29]([CH2:28][CH2:27][NH:26][C:25]([O:24][C:20]([CH3:21])([CH3:22])[CH3:23])=[O:33])[CH2:30][C:31]#[N:32])[cH:6][cH:7][c:8]([O:11][CH3:12])[cH:9]1)[c:14]1[cH:15][cH:16][cH:17][cH:18][cH:19]1. The reactants are O (Water), CC1=CC(=CC2=C1NC(O2)=O)C(=O)N=[N+]=[N-] (4-methyl-2-oxo-2,3-dihydro-benzoxazole-6-carboxylic acid azide), C([O-])([O-])=O.[K+].[K+] (potassium carbonate), CI (methyl iodide). Solvent: CN(C)C=O (DMF). Procedure details: 550 mg (2.50 mmol) 4-methyl-2-oxo-2,3-dihydro-benzoxazole-6-carboxylic acid azide and 400 mg (2.90 mmol) potassium carbonate were stirred in DMF for 20 min at RT. Then 0.200 mL (3.21 mmol) of methyl iodide were added and the mixture was stirred for 1.5 h at RT. Water was added to the reaction mixture, the precipitate formed was suction filtered and dried. Product: CN1C(OC2=C1C(=CC(=C2)C(=O)N=[N+]=[N-])C)=O (3,4-dimethyl-2-oxo-2,3-dihydro-benzoxazole-6-carboxylic acid azide). As a reaction SMILES: [CH3:1][C:2]1[C:7]2[NH:8][C:9](=[O:11])[O:10][C:6]=2[CH:5]=[C:4]([C:12]([N:14]=[N+:15]=[N-:16])=[O:13])[CH:3]=1.[C:17](=O)([O-])[O-].[K+].[K+].CI.O>CN(C=O)C>[CH3:17][N:8]1[C:7]2[C:2]([CH3:1])=[CH:3][C:4]([C:12]([N:14]=[N+:15]=[N-:16])=[O:13])=[CH:5][C:6]=2[O:10][C:9]1=[O:11] |f:1.2.3|. Reaction conditions: time 1.5 hour. Starting materials: C(C)OC(C1=CC(=CC=C1)C1=CC=2N(C=C1)C(=CN2)C2=CC(=CC=C2)N2N=CC=C2)=O (3-[3-(3-Pyrazol-1-yl-phenyl)-imidazo[1,2-a]pyridin-7-yl]-benzoic acid ethyl ester), C(O)CN (ethanol amine), C(=O)([O-])[O-].[K+].[K+] (K2CO3). Run in CCO (EtOH). Run at temperature 55 celsius, time 5 hour. The product is OCCNC(C1=CC(=CC=C1)C1=CC=2N(C=C1)C(=CN2)C2=CC(=CC=C2)N2N=CC=C2)=O (N-(2-hydroxy-ethyl)-3-[3-(3-pyrazol-1-yl-phenyl)-imidazo-[1,2-a]-pyridin-7-yl]-benzamide). Reaction SMILES: C(O[C:4](=[O:31])[C:5]1[CH:10]=[CH:9][CH:8]=[C:7]([C:11]2[CH:16]=[CH:15][N:14]3[C:17]([C:20]4[CH:25]=[CH:24][CH:23]=[C:22]([N:26]5[CH:30]=[CH:29][CH:28]=[N:27]5)[CH:21]=4)=[CH:18][N:19]=[C:13]3[CH:12]=2)[CH:6]=1)C.[CH2:32]([CH2:34][NH2:35])[OH:33].C([O-])([O-])=O.[K+].[K+]>CCO>[OH:33][CH2:32][CH2:34][NH:35][C:4](=[O:31])[C:5]1[CH:10]=[CH:9][CH:8]=[C:7]([C:11]2[CH:16]=[CH:15][N:14]3[C:17]([C:20]4[CH:25]=[CH:24][CH:23]=[C:22]([N:26]5[CH:30]=[CH:29][CH:28]=[N:27]5)[CH:21]=4)=[CH:18][N:19]=[C:13]3[CH:12]=2)[CH:6]=1 |f:2.3.4|. Procedure details: 3-[3-(3-Pyrazol-1-yl-phenyl)-imidazo[1,2-a]pyridin-7-yl]-benzoic acid ethyl ester (Ex. 1.10) (1 eq, 0.098 mmol, 40 mg) and ethanol amine (10 eq, 0.98 mmol, 0.06 ml) are dissolved in EtOH (2 ml) and K2CO3 (1.5 eq, 0.147 mmol, 20.3 mg) is added. The reaction mixture is stirred for 5 h at 55° C. The solvent is removed in vacuo and the reaction is purified by flash column chromatography eluting with 9:1 DCM/MeOH to yield N-(2-hydroxy-ethyl)-3-[3-(3-pyrazol-1-yl-phenyl)-imidazo-[1,2-a]-pyridin-7-yl]-... Reactants: CO (MeOH), N[C@@H](CO)C1=C(C=C(C=C1)O)OC (4-((R)-1-amino-2-hydroxy-ethyl)-3-methoxy-phenol), C(C1=CC=CC=C1)OC(=O)Cl (benzylchloroformate), C(=O)(O)[O-].[Na+] (NaHCO3). The solvent is C(Cl)Cl (DCM), C1CCOC1.O (THF H2O). Conditions: time 8 hour. The product is C(C1=CC=CC=C1)OC(N[C@@H](CO)C1=C(C=C(C=C1)O)OC)=O ([(R)-2-Hydroxy-1-(4-hydroxy-2-methoxy-phenyl)-ethyl]-carbamic acid benzyl ester). The yield is 78.4%. Reaction SMILES: [NH2:1][C@H:2]([C:5]1[CH:10]=[CH:9][C:8]([OH:11])=[CH:7][C:6]=1[O:12][CH3:13])[CH2:3][OH:4].[CH2:14]([O:21][C:22](Cl)=[O:23])[C:15]1[CH:20]=[CH:19][CH:18]=[CH:17][CH:16]=1.C([O-])(O)=O.[Na+].CO>C1COCC1.O.C(Cl)Cl>[CH2:14]([O:21][C:22](=[O:23])[NH:1][C@H:2]([C:5]1[CH:10]=[CH:9][C:8]([OH:11])=[CH:7][C:6]=1[O:12][CH3:13])[CH2:3][OH:4])[C:15]1[CH:20]=[CH:19][CH:18]=[CH:17][CH:16]=1 |f:2.3,5.6|. Procedure: A mixture of 4-((R)-1-amino-2-hydroxy-ethyl)-3-methoxy-phenol (542 mg, 2.96 mmol), benzylchloroformate (634 uL, 4.44 mmol) and NaHCO3 (497 mg, 5.92 mmol) in THF/H2O (15/10 mL) was stirred at rt for overnight. After aqueous work up, the titled compound (736.3 mg, 79%) was obtained by flash column (5-7% MeOH in DCM). Starting materials: S(=O)(Cl)Cl (thionyl chloride), N[C@@H](CCCC)C(=O)O (norleucine), C(C1=CC=CC=C1)O (benzyl alcohol), S(=O)(Cl)Cl (Thionyl chloride). Run in CCOCC (ether). Conditions: temperature 0 celsius, time 8 hour. Product: C(C1=CC=CC=C1)OC([C@@H](N)CCCC)=O (Norleucine benzyl ester). As a reaction SMILES: [NH2:1][C@H:2]([C:7]([OH:9])=[O:8])[CH2:3][CH2:4][CH2:5][CH3:6].[CH2:10](O)[C:11]1[CH:16]=[CH:15][CH:14]=[CH:13][CH:12]=1.S(Cl)(Cl)=O>CCOCC>[CH2:10]([O:8][C:7](=[O:9])[C@H:2]([CH2:3][CH2:4][CH2:5][CH3:6])[NH2:1])[C:11]1[CH:16]=[CH:15][CH:14]=[CH:13][CH:12]=1. Reported procedure: According to the general procedure outlined in J. Med Chem. 1986, Vol. 30, p. 3575, 15.0 g norleucine (Nle) was mixed with 200 mL benzyl alcohol and cooled to 0° C. Thionyl chloride (25 ml) was added dropwise over 15 min. and the mixture was slowly heated to 90° C. with a fierce evolution of SO2 occurring at about 50° C. After 2 h at 90° C. the mixture was cooled to 0° C. and 25 mL more thionyl chloride was added. The mixture was then heated again at 90° C. for 2 h, cooled, diluted with 1.6 L et...